Dataset: the Open Reaction Database (ORD), a public repository of structured organic reaction records. Task: describe an organic reaction: reactants, conditions, products, and yield Reactants: C(N)(=O)CCN1C=CC2=CC(=CC=C12)C(NCC1CCCC1)=O (1-(2-carbamoylethyl)-5-(N-cyclopentylmethylcarbamoyl)indole), BrCC1=C(C=C(C(=O)OC)C=C1)OC (methyl 4-bromomethyl-3-methoxybenzoate). Reagents/catalysts: [Ag-]=O (Silver(I) oxide). The solvent is O1CCOCC1 (1,4-dioxane), C(C)(=O)OCC (ethyl acetate). Reaction conditions: temperature 80 celsius, time 12 hour. Product: C(N)(=O)CCN1C=C(C2=CC(=CC=C12)C(NCC1CCCC1)=O)CC1=C(C=C(C(=O)OC)C=C1)OC (Methyl 4-[1-(2-carbamoylethyl)-5-(N-cyclopentylmethylcarbamoyl)indol-3-ylmethyl]-3-methoxybenzoate). Yield: 38.8%. As a reaction SMILES: [C:1]([CH2:4][CH2:5][N:6]1[C:14]2[C:9](=[CH:10][C:11]([C:15](=[O:23])[NH:16][CH2:17][CH:18]3[CH2:22][CH2:21][CH2:20][CH2:19]3)=[CH:12][CH:13]=2)[CH:8]=[CH:7]1)(=[O:3])[NH2:2].Br[CH2:25][C:26]1[CH:35]=[CH:34][C:29]([C:30]([O:32][CH3:33])=[O:31])=[CH:28][C:27]=1[O:36][CH3:37]>O1CCOCC1.C(OCC)(=O)C.[Ag-]=O>[C:1]([CH2:4][CH2:5][N:6]1[C:14]2[C:9](=[CH:10][C:11]([C:15](=[O:23])[NH:16][CH2:17][CH:18]3[CH2:22][CH2:21][CH2:20][CH2:19]3)=[CH:12][CH:13]=2)[C:8]([CH2:25][C:26]2[CH:35]=[CH:34][C:29]([C:30]([O:32][CH3:33])=[O:31])=[CH:28][C:27]=2[O:36][CH3:37])=[CH:7]1)(=[O:3])[NH2:2]. Procedure: Silver(I) oxide (0.17 g) was added to a solution of 1-(2-carbamoylethyl)-5-(N-cyclopentylmethylcarbamoyl)indole (0.70 g) and methyl 4-bromomethyl-3-methoxybenzoate (B)(0.19 g) in 1,4-dioxane (10 ml). The mixture was protected from light and stirred at 80° C. under an atmosphere of nitrogen for 12 hours. The mixture was then diluted with 1:1 v/v ethyl acetate:ether (50 ml) and filtered. The filtrate was washed sequentially with water and brine, dried (MgSO4), and evaporated. The residual yellow g... Reactants: C(O)([O-])=O.[Na+] (sodium hydrogen carbonate), COC=1C=C(C(=O)Cl)C=C(C1OC)OC (3,4,5-trimethoxybenzoyl chloride), NC1=CC(=NC=2N1N=CC2)CCCC (7-Amino-5-n-butylpyrazolo[1,5-a]pyrimidine), N1=CC=CC=C1 (pyridine). Solvent: ClCCl (dichloromethane), ClCCl (dichloromethane). Reaction conditions: time 10 hour. Product: C(CCC)C1=NC=2N(C(=C1)NC(C1=CC(=C(C(=C1)OC)OC)OC)=O)N=CC2 (5-n-butyl-7-(3,4,5-trimethoxybenzoylamino) pyrazolo[1,5-a]pyrimidine). Isolated yield 62.5%. Reaction SMILES: [NH2:1][C:2]1[N:7]2[N:8]=[CH:9][CH:10]=[C:6]2[N:5]=[C:4]([CH2:11][CH2:12][CH2:13][CH3:14])[CH:3]=1.N1C=CC=CC=1.[CH3:21][O:22][C:23]1[CH:24]=[C:25]([CH:29]=[C:30]([O:34][CH3:35])[C:31]=1[O:32][CH3:33])[C:26](Cl)=[O:27].C(=O)([O-])O.[Na+]>ClCCl>[CH2:11]([C:4]1[CH:3]=[C:2]([NH:1][C:26](=[O:27])[C:25]2[CH:24]=[C:23]([O:22][CH3:21])[C:31]([O:32][CH3:33])=[C:30]([O:34][CH3:35])[CH:29]=2)[N:7]2[N:8]=[CH:9][CH:10]=[C:6]2[N:5]=1)[CH2:12][CH2:13][CH3:14] |f:3.4|. Procedure details: 7-Amino-5-n-butylpyrazolo[1,5-a]pyrimidine (1.90 g) and pyridine (20 ml) were dissolved in 20 ml of dry dichloromethane. A dry dichloromethane solution (10 ml) containing 2.6 g of 3,4,5-trimethoxybenzoyl chloride was slowly added dropwise thereto and stirred at room temperature for 10 hours. After addition of 50 ml of a 10% aqueous sodium hydrogen carbonate solution, the reaction mixture was extracted with chloroform. The organic layer was collected, washed with 10% aqueous hydrochloric acid and... Reactants: 5(b), [Si](C)(C)(C(C)(C)C)OC[C@H](C)N1C(O[C@@H](C1)COC1=CC(=CC=C1)Cl)=O (3-[2-t-butyldimethylsilyloxy-1(S)-methylethyl]-5(S)-(3-chlorophenoxymethyl)oxazolidin-2-one), [F-].C(CCC)[N+](CCCC)(CCCC)CCCC (tetrabutylammonium fluoride). Run in O1CCCC1 (tetrahydrofuran). Yields the product ClC=1C=C(OC[C@@H]2CN(C(O2)=O)[C@H](CO)C)C=CC1 (2(S)-[5(S)-(3-Chlorophenoxymethyl)-2-oxooxazolidin-3-yl]propanol). Isolated yield 59.5%. Reaction SMILES: [Si]([O:8][CH2:9][C@@H:10]([N:12]1[CH2:16][C@@H:15]([CH2:17][O:18][C:19]2[CH:24]=[CH:23][CH:22]=[C:21]([Cl:25])[CH:20]=2)[O:14][C:13]1=[O:26])[CH3:11])(C(C)(C)C)(C)C.[F-].C([N+](CCCC)(CCCC)CCCC)CCC>O1CCCC1>[Cl:25][C:21]1[CH:20]=[C:19]([CH:24]=[CH:23][CH:22]=1)[O:18][CH2:17][C@H:15]1[O:14][C:13](=[O:26])[N:12]([C@@H:10]([CH3:11])[CH2:9][OH:8])[CH2:16]1 |f:1.2|. Procedure: A procedure similar to that described in Preparation 5(b) was repeated, except that 2.00 g of 3-[2-t-butyldimethylsilyloxy-1(S)-methylethyl]-5(S)-(3-chlorophenoxymethyl)oxazolidin-2-one (prepared as described in Preparation 39), 15 ml of tetrabutylammonium fluoride (26% w/v in tetrahydrofuran) and 20 ml of anhydrous tetrahydrofuran were used, to give 0.85 g of the title compound, melting at 67° C. to 70° C. and having [α]D =+57.0° (methanol, c=1.055). Procedure: To a solution of 986 mg of methyltriphenylphosphonium bromide in 20 ml of tetrahydrofuran, 1.87 ml of 1.63 M n-butyl lithium/hexane solution was added dropwise at 0° C., under cooling with ice. The temperature then was immediately raised to room temperature, and the system was stirred for 50 minutes. The reaction liquid was again cooled to 0° C., to which a solution of 500 mg of t-butyl 4-oxotetrahydropyridine-1(2H)-carboxylate in 5 ml of tetrahydrofuran was added dropwise, followed by an hour's... Run at time 50 minute. Starting materials: O=C1CCN(CC1)C(=O)OC(C)(C)C (t-butyl 4-oxotetrahydropyridine-1(2H)-carboxylate), O1CCCC1 (tetrahydrofuran), O1CCCC1 (tetrahydrofuran). RXN SMILES: O=[C:2]1[CH2:7][CH2:6][N:5]([C:8]([O:10][C:11]([CH3:14])([CH3:13])[CH3:12])=[O:9])[CH2:4][CH2:3]1.O1CCC[CH2:16]1>[Br-].C[P+](C1C=CC=CC=1)(C1C=CC=CC=1)C1C=CC=CC=1.C([Li])CCC.CCCCCC.C(OCC)(=O)C>[CH2:16]=[C:2]1[CH2:7][CH2:6][N:5]([C:8]([O:10][C:11]([CH3:14])([CH3:13])[CH3:12])=[O:9])[CH2:4][CH2:3]1 |f:2.3,4.5|. The solvent is C(CCC)[Li].CCCCCC (n-butyl lithium hexane), C(C)(=O)OCC (ethyl acetate). The reagents and catalysts are [Br-].C[P+](C1=CC=CC=C1)(C1=CC=CC=C1)C1=CC=CC=C1 (methyltriphenylphosphonium bromide). The product is C=C1CCN(CC1)C(=O)OC(C)(C)C (t-butyl 4-methylenetetrahydropyridine-1(2H)-carboxylate). Starting materials: [N+](=O)([O-])C1=CC=C(C=C1)CC#N ((4-nitrophenyl)acetonitrile), C(C)O (ethanol), N (ammonia), Cl (hydrochloric acid), O1CCOCC1 (dioxane), N (ammonia). Solvent: CO (methanol), CO (methanol). Reaction conditions: time 22 hour. The product is Cl.[N+](=O)([O-])C1=CC=C(C=C1)CC(N)=N (2-(4-nitrophenyl)ethanimidamide hydrochloride). As a reaction SMILES: [N+:1]([C:4]1[CH:9]=[CH:8][C:7]([CH2:10][C:11]#[N:12])=[CH:6][CH:5]=1)([O-:3])=[O:2].C(O)C.[ClH:16].O1CCOCC1.[NH3:23]>CO>[ClH:16].[N+:1]([C:4]1[CH:5]=[CH:6][C:7]([CH2:10][C:11](=[NH:23])[NH2:12])=[CH:8][CH:9]=1)([O-:3])=[O:2] |f:6.7|. Procedure: A suspension of (4-nitrophenyl)acetonitrile (4.86 g, 30.0 mmol) in ethanol (6 mL, 99 mmol) in a 250 mL round bottom flask was slowly treated at room temperature with 4N hydrochloric acid in dioxane (38 mL, 152 mmol) and stirred for 22 hours. After carefully removing the solvent under water aspirator vacuum at 40° C. the obtained wet pale yellow product was suspended in 21 mL ethanol. Then, a 7N ammonia solution in methanol (12 mL, 84 mmol) was slowly added giving a pale gray suspension. After st... Reactants: C(C(CO)O)O (1,2,3-propanetriol), 97.9, C(C)OC(OCC)OCC (triethylorthoformate). Product: C(C)OC1OCC(O1)CO (2-ethoxy-4-hydroxymethyl-1,3-dioxolane). Reaction SMILES: [CH2:1]([OH:6])[CH:2]([OH:5])[CH2:3][OH:4].[CH2:7]([O:9][CH:10](OCC)OCC)[CH3:8]>>[CH2:7]([O:9][CH:10]1[O:5][CH:2]([CH2:3][OH:4])[CH2:1][O:6]1)[CH3:8]. Procedure details: To 59.72 grams (0.655 moles) of anhydrous 1,2,3-propanetriol in a 500 milliliter 3-necked borosilicate flask equipped with a stirrer, a nitrogen inlet and a Vigreaux column, was added with constant stirring under a nitrogen atmosphere 97.9 (0.660 moles) of anhydrous triethylorthoformate and the reactants permitted to react for 6 hours. The reaction was carried out at atmospheric pressure, and at 130° C. ± 2° C. During the reaction, approximately a stoichiometric amount of ethanol was distilled f...